This data is from the Open Reaction Database (ORD), a public repository of structured organic reaction records. The task is: describe an organic reaction: reactants, conditions, products, and yield Reactants: C[Sn](C)(C)c1ccc(C2=NOC(CO)C2)s1, Cc1cn(CC2CN(c3ccc(I)cc3)C(=O)O2)nn1, c1coc(P(c2ccco2)c2ccco2)c1. Product: Cc1cn(CC2CN(c3ccc(-c4ccc(C5=NOC(CO)C5)s4)cc3)C(=O)O2)nn1. RXN SMILES: [CH3:21][Sn:22]([c:23]1[cH:24][cH:25][c:26]([C:28]2=[N:29][O:30][CH:31]([CH2:33][OH:34])[CH2:32]2)[s:27]1)([CH3:35])[CH3:36].[I:1][c:2]1[cH:3][cH:4][c:5]([N:8]2[C:9](=[O:20])[O:10][CH:11]([CH2:13][n:14]3[n:15][n:16][c:17]([CH3:19])[cH:18]3)[CH2:12]2)[cH:6][cH:7]1.[o:37]1[cH:38][cH:39][cH:40][c:41]1[P:42]([c:43]1[o:44][cH:45][cH:46][cH:47]1)[c:48]1[o:49][cH:50][cH:51][cH:52]1>>[c:2]1(-[c:23]2[cH:24][cH:25][c:26]([C:28]3=[N:29][O:30][CH:31]([CH2:33][OH:34])[CH2:32]3)[s:27]2)[cH:3][cH:4][c:5]([N:8]2[C:9](=[O:20])[O:10][CH:11]([CH2:13][n:14]3[n:15][n:16][c:17]([CH3:19])[cH:18]3)[CH2:12]2)[cH:6][cH:7]1. Yields the product CC12CCCC3=CC(=CC(CCC1)=C32)NC(=O)C3=CC=C(S3)C(=O)O (5-[(6a-Methyl-5,6,6a,7,8,9-hexahydro-4H-2-phenalenyl)carbamoyl]thiophene-2-carboxylic acid). Reaction conditions: time 3 hour. Solvent: C(C)O (ethanol). Procedure: A solution of methyl 5-[(6a-methyl-5,6,6a,7,8,9-hexahydro-4H-2-phenalenyl)carbamoyl]thiophene-2-carboxylate (0.123 g) in ethanol (10 ml) was added with 2 N aqueous sodium hydroxide (1 ml), and the mixture was stirred at room temperature for 3 hours. The reaction mixture was made acidic with 2 N aqueous hydrochloric acid, and the mixture was extracted with chloroform. The organic layer was washed with saturated brine, and dried over anhydrous sodium sulfate. The organic layer was concentrated und... The reactants are CC12CCCC3=CC(=CC(CCC1)=C32)NC(=O)C3=CC=C(S3)C(=O)OC (methyl 5-[(6a-methyl-5,6,6a,7,8,9-hexahydro-4H-2-phenalenyl)carbamoyl]thiophene-2-carboxylate), [OH-].[Na+] (sodium hydroxide), Cl (hydrochloric acid). The yield is 90.4%. Reaction SMILES: [CH3:1][C:2]12[C:14]3[C:6](=[CH:7][C:8]([NH:15][C:16]([C:18]4[S:22][C:21]([C:23]([O:25]C)=[O:24])=[CH:20][CH:19]=4)=[O:17])=[CH:9][C:10]=3[CH2:11][CH2:12][CH2:13]1)[CH2:5][CH2:4][CH2:3]2.[OH-].[Na+].Cl>C(O)C>[CH3:1][C:2]12[C:14]3[C:6](=[CH:7][C:8]([NH:15][C:16]([C:18]4[S:22][C:21]([C:23]([OH:25])=[O:24])=[CH:20][CH:19]=4)=[O:17])=[CH:9][C:10]=3[CH2:11][CH2:12][CH2:13]1)[CH2:5][CH2:4][CH2:3]2 |f:1.2|. Starting materials: CC1CNC2=CC=CC=C2N1 (3-methyl-1,2,3,4-tetrahydroquinoxaline), C(C)(=O)OC(C)=O (acetic anhydride). The product is C(C)(=O)N1CC(NC2=CC=CC=C12)C (1-acetyl-3-methyl-1,2,3,4-tetrahydroquinoxaline). Reaction SMILES: [CH3:1][CH:2]1[NH:11][C:10]2[C:5](=[CH:6][CH:7]=[CH:8][CH:9]=2)[NH:4][CH2:3]1.[C:12](OC(=O)C)(=[O:14])[CH3:13]>>[C:12]([N:4]1[C:5]2[C:10](=[CH:9][CH:8]=[CH:7][CH:6]=2)[NH:11][CH:2]([CH3:1])[CH2:3]1)(=[O:14])[CH3:13]. Procedure: Using the method of Example 15, 3-methyl-1,2,3,4-tetrahydroquinoxaline is reacted with acetic anhydride to provide 1-acetyl-3-methyl-1,2,3,4-tetrahydroquinoxaline. Reactants: COc1ccc(C(Cl)=CC2C(C(=O)O)C2(C)C)cc1, Cc1ccccc1, [Cl-], Cl, OCc1ccc(F)c(Oc2ccccc2)c1, O, c1ccncc1. Yields the product COc1ccc(C(Cl)=CC2C(C(=O)OCc3ccc(F)c(Oc4ccccc4)c3)C2(C)C)cc1. RXN SMILES: [CH3:18][C:19]1([CH3:36])[CH:20]([C:33](=[O:34])[OH:35])[CH:21]1[CH:22]=[C:23]([c:24]1[cH:25][cH:26][c:27]([O:30][CH3:31])[cH:28][cH:29]1)[Cl:32].[CH3:44][c:45]1[cH:46][cH:47][cH:48][cH:49][cH:50]1.[Cl-:17].[ClH:43].[O:1]([c:2]1[cH:3][cH:4][cH:5][cH:6][cH:7]1)[c:8]1[cH:9][c:10]([CH2:11][OH:12])[cH:13][cH:14][c:15]1[F:16].[OH2:51].[cH:37]1[cH:38][cH:39][n:40][cH:41][cH:42]1>>[O:1]([c:2]1[cH:3][cH:4][cH:5][cH:6][cH:7]1)[c:8]1[cH:9][c:10]([CH2:11][O:12][C:33]([CH:20]2[C:19]([CH3:18])([CH3:36])[CH:21]2[CH:22]=[C:23]([c:24]2[cH:25][cH:26][c:27]([O:30][CH3:31])[cH:28][cH:29]2)[Cl:32])=[O:34])[cH:13][cH:14][c:15]1[F:16]. Reactants: CCN(CC)S(F)(F)F, CON=C(CO)Cc1c(Cl)cc(Cl)cc1Cl, ClCCl. Product: CON=C(CF)Cc1c(Cl)cc(Cl)cc1Cl. Reaction SMILES: [CH2:17]([N:18]([S:19]([F:20])([F:21])[F:23])[CH2:22][CH3:24])[CH3:25].[CH3:1][O:2][N:3]=[C:4]([CH2:5][OH:6])[CH2:7][c:8]1[c:9]([Cl:16])[cH:10][c:11]([Cl:15])[cH:12][c:13]1[Cl:14].[Cl:26][CH2:27][Cl:28]>>[CH3:1][O:2][N:3]=[C:4]([CH2:5][F:23])[CH2:7][c:8]1[c:9]([Cl:16])[cH:10][c:11]([Cl:15])[cH:12][c:13]1[Cl:14]. Starting materials: CC(C)(C)OC(=O)CC(=O)OC(C)(C)C, CCOC(=O)CCl. The product is CCOC(=O)CC(C(=O)OC(C)(C)C)C(=O)OC(C)(C)C. RXN SMILES: [C:1]([CH2:2][C:3](=[O:4])[O:5][C:6]([CH3:7])([CH3:8])[CH3:9])(=[O:10])[O:11][C:12]([CH3:13])([CH3:14])[CH3:15].[Cl:16][CH2:17][C:18](=[O:19])[O:20][CH2:21][CH3:22]>>[C:1]([CH:2]([C:3](=[O:4])[O:5][C:6]([CH3:7])([CH3:8])[CH3:9])[CH2:17][C:18](=[O:19])[O:20][CH2:21][CH3:22])(=[O:10])[O:11][C:12]([CH3:13])([CH3:14])[CH3:15]. The reactants are C(#N)C=1C=C(CN2C([C@H](CC2)NS(=O)(=O)C2=CC3=CC(=CC=C3C=C2)OC)=O)C=CC1 (7-methoxynaphthalene-2-sulfonic acid [1-(3-cyanobenzyl)-2-oxopyrrolidin-3-(S)-yl]amide), COC=1C=C(CBr)C=CC1 (3-methoxybenzyl bromide). The product is C(#N)C=1C=C(CN2C([C@H](CC2)N(S(=O)(=O)C2=CC3=CC(=CC=C3C=C2)OC)CC2=CC(=CC=C2)OC)=O)C=CC1 (7-Methoxy-2-napthalenesulfonic acid [1-(3-cyanobenzyl)-2-oxopyrrolidin-3-(S)-yl]-(3-methoxybenzyl)amide). As a reaction SMILES: [C:1]([C:3]1[CH:4]=[C:5]([CH:29]=[CH:30][CH:31]=1)[CH2:6][N:7]1[CH2:11][CH2:10][C@H:9]([NH:12][S:13]([C:16]2[CH:25]=[CH:24][C:23]3[C:18](=[CH:19][C:20]([O:26][CH3:27])=[CH:21][CH:22]=3)[CH:17]=2)(=[O:15])=[O:14])[C:8]1=[O:28])#[N:2].[CH3:32][O:33][C:34]1[CH:35]=[C:36]([CH:39]=[CH:40][CH:41]=1)[CH2:37]Br>>[C:1]([C:3]1[CH:4]=[C:5]([CH:29]=[CH:30][CH:31]=1)[CH2:6][N:7]1[CH2:11][CH2:10][C@H:9]([N:12]([CH2:37][C:36]2[CH:39]=[CH:40][CH:41]=[C:34]([O:33][CH3:32])[CH:35]=2)[S:13]([C:16]2[CH:25]=[CH:24][C:23]3[C:18](=[CH:19][C:20]([O:26][CH3:27])=[CH:21][CH:22]=3)[CH:17]=2)(=[O:15])=[O:14])[C:8]1=[O:28])#[N:2]. Procedure details: The title compound is prepared as described in EXAMPLE 68, Part A using 7-methoxynaphthalene-2-sulfonic acid [1-(3-cyanobenzyl)-2-oxopyrrolidin-3-(S)-yl]amide, prepared as described in EXAMPLE 43, part A, and 3-methoxybenzyl bromide. The crude product is purified by column chromatography eluting with 50% EtOAc/hexanes to afford the title compound as a white foam.